Dataset: the Open Reaction Database (ORD), a public repository of structured organic reaction records. Task: describe an organic reaction: reactants, conditions, products, and yield Starting materials: NC(CCNC(OC(C)(C)C)=O)=S (tert.butyl N(3-amino-3-thioxopropyl)carbamate), BrCC(CC)=O (1-bromo-2-butanone). The solvent is C(C)O (ethanol). Product: Br.C(C)C=1N=C(SC1)CCN (2-(4-ethyl-thiazol-2-yl)-ethylamine hydrobromide). As a reaction SMILES: [NH2:1][C:2](=[S:13])[CH2:3][CH2:4][NH:5]C(=O)OC(C)(C)C.[Br:14][CH2:15][C:16](=O)[CH2:17][CH3:18]>C(O)C>[BrH:14].[CH2:17]([C:16]1[N:1]=[C:2]([CH2:3][CH2:4][NH2:5])[S:13][CH:15]=1)[CH3:18] |f:3.4|. Procedure details: 2.00 g (9.50 mmol) tert.butyl N(3-amino-3-thioxopropyl)carbamate and 1.58 g (10.45 mmol) 1-bromo-2-butanone are refluxed in 40 ml of ethanol for 16 hours with stirring. The reaction mixture is evaporated down, the residue is purified by chromatography. Reactants: C1COCCO1, CO, [Cl-], [NH4+], [NH4+], [OH-], c1ccc(C(Oc2cccc3ccsc23)C2CO2)cc1. Product: Cl, NCC(O)C(Oc1cccc2ccsc12)c1ccccc1. RXN SMILES: [CH2:27]1[O:28][CH2:29][CH2:30][O:31][CH2:32]1.[CH3:25][OH:26].[Cl-:23].[NH4+:1].[NH4+:24].[OH-:2].[s:3]1[c:4]2[c:5]([cH:6][cH:7]1)[cH:8][cH:9][cH:10][c:11]2[O:12][CH:13]([CH:14]1[O:15][CH2:16]1)[c:17]1[cH:18][cH:19][cH:20][cH:21][cH:22]1>>[ClH:23].[NH2:1][CH2:16][CH:14]([CH:13]([O:12][c:11]1[c:4]2[s:3][cH:7][cH:6][c:5]2[cH:8][cH:9][cH:10]1)[c:17]1[cH:18][cH:19][cH:20][cH:21][cH:22]1)[OH:15].